From a dataset of the Open Reaction Database (ORD), a public repository of structured organic reaction records. describe an organic reaction: reactants, conditions, products, and yield Reactants: BrC1=CC=C(C=C1)C(C1=CC=C(C=C1)O)=C1CC(CC(C1)(C)C)(C)C (4-[(4-Bromophenyl)(3,3,5,5-tetramethylcyclohexylidene)methyl]phenol), C(C)(=O)NC1=CC=C(C=C1)B(O)O ((4-acetylaminophenyl)boronic acid), CCOC(=O)C (EtOAc), C(=O)([O-])[O-].[Na+].[Na+] (Na2CO3). The reagents and catalysts are C=1C=CC(=CC1)[P](C=2C=CC=CC2)(C=3C=CC=CC3)[Pd]([P](C=4C=CC=CC4)(C=5C=CC=CC5)C=6C=CC=CC6)([P](C=7C=CC=CC7)(C=8C=CC=CC8)C=9C=CC=CC9)[P](C=1C=CC=CC1)(C=1C=CC=CC1)C=1C=CC=CC1 (tetrakis(triphenylphosphine)palladium). The solvent is COCCOC (ethylene glycol dimethyl ether), O (water). Reaction conditions: time 60 minute. The product is OC1=CC=C(C=C1)C(C1=CC=C(C=C1)C1=CC=C(C=C1)NC(C)=O)=C1CC(CC(C1)(C)C)(C)C (N-{4′-[(4-Hydroxy-phenyl)-(3,3,5,5-tetramethyl-cyclohexylidene)-methyl]-biphenyl-4-yl}-acetamide). Yield: 44.1%. As a reaction SMILES: Br[C:2]1[CH:7]=[CH:6][C:5]([C:8](=[C:16]2[CH2:21][C:20]([CH3:23])([CH3:22])[CH2:19][C:18]([CH3:25])([CH3:24])[CH2:17]2)[C:9]2[CH:14]=[CH:13][C:12]([OH:15])=[CH:11][CH:10]=2)=[CH:4][CH:3]=1.[C:26]([NH:29][C:30]1[CH:35]=[CH:34][C:33](B(O)O)=[CH:32][CH:31]=1)(=[O:28])[CH3:27].C([O-])([O-])=O.[Na+].[Na+].CCOC(C)=O>COCCOC.O.C1C=CC([P]([Pd]([P](C2C=CC=CC=2)(C2C=CC=CC=2)C2C=CC=CC=2)([P](C2C=CC=CC=2)(C2C=CC=CC=2)C2C=CC=CC=2)[P](C2C=CC=CC=2)(C2C=CC=CC=2)C2C=CC=CC=2)(C2C=CC=CC=2)C2C=CC=CC=2)=CC=1>[OH:15][C:12]1[CH:11]=[CH:10][C:9]([C:8](=[C:16]2[CH2:17][C:18]([CH3:25])([CH3:24])[CH2:19][C:20]([CH3:23])([CH3:22])[CH2:21]2)[C:5]2[CH:4]=[CH:3][C:2]([C:33]3[CH:34]=[CH:35][C:30]([NH:29][C:26](=[O:28])[CH3:27])=[CH:31][CH:32]=3)=[CH:7][CH:6]=2)=[CH:14][CH:13]=1 |f:2.3.4,^1:61,63,82,101|. Procedure: To a solution of 4-[(4-bromophenyl)(3,3,5,5-tetramethylcyclohexylidene)methyl]phenol (14) (0.1 g, 0.250 mmol) and (4-acetylaminophenyl)boronic acid (0.148, 0.826 mmol) in ethylene glycol dimethyl ether (8 mL) was added tetrakis(triphenylphosphine)palladium (0) (0.026 g, 0.023 mmol) followed by 2 M Na2CO3 (3 mL). The reaction mixture was refluxed for 4 h, cooled to room temperature then diluted with water followed by EtOAc. The layers were separated and the aqueous layer was extracted with EtOAc....